This data is from the Open Reaction Database (ORD), a public repository of structured organic reaction records. The task is: describe an organic reaction: reactants, conditions, products, and yield Starting materials: O=C([O-])[O-], CC(=O)OCCBr, CN(C)C=O, Cl, [Cs+], [Cs+], Cc1ccc(-c2c(N)nn(C)c2O)cc1. Yields the product CC(=O)OCCOc1c(-c2ccc(C)cc2)c(N)nn1C. Reaction SMILES: [C:16](=[O:17])([O-:18])[O-:19].[C:22]([CH3:23])(=[O:24])[O:25][CH2:26][CH2:27][Br:28].[CH3:29][N:30]([CH3:31])[CH:32]=[O:33].[ClH:34].[Cs+:20].[Cs+:21].[NH2:1][c:2]1[n:3][n:4]([CH3:15])[c:5]([OH:14])[c:6]1-[c:7]1[cH:8][cH:9][c:10]([CH3:13])[cH:11][cH:12]1>>[NH2:1][c:2]1[n:3][n:4]([CH3:15])[c:5]([O:14][CH2:27][CH2:26][O:25][C:22]([CH3:23])=[O:24])[c:6]1-[c:7]1[cH:8][cH:9][c:10]([CH3:13])[cH:11][cH:12]1. Reactants: S(O)(O)(=O)=O (sulfuric acid), [N-]=[N+]=[N-].[Na+] (sodium azide), N(=O)[O-].[Na+] (sodium nitrite), O=O (oxygen), COC=1C=C(C=CC1OC)C(C=CC(=O)OCC)=O (ethyl 4-(3,4-dimethoxyphenyl)-4-oxo-2-butenoate), COC=1C=C(C=CC1OC)C(C=CC(=O)OCC)=O (ethyl 4-(3,4-dimethoxyphenyl)-4-oxo-2-butenoate). Reagents/catalysts: [Cu]Cl (Copper(I) chloride). The solvent is CN(C=O)C (N,N-dimethylformamide), O (water), CN(C=O)C (N,N-dimethylformamide), CN(C=O)C (N,N-dimethylformamide). Reaction conditions: time 3 hour. The product is COC=1C=C(C(=O)C2=C(N=NN2)C(=O)OCC)C=CC1OC (ethyl 5-(3,4-dimethoxybenzoyl)-1H-1,2,3-triazole-4-carboxylate). The yield is 163.1%. Reaction SMILES: [N-:1]=[N+:2]=[N-:3].[Na+].O=O.[CH3:7][O:8][C:9]1[CH:10]=[C:11]([C:17](=[O:25])[CH:18]=[CH:19][C:20]([O:22][CH2:23][CH3:24])=[O:21])[CH:12]=[CH:13][C:14]=1[O:15][CH3:16].N([O-])=O.[Na+].S(=O)(=O)(O)O>CN(C)C=O.[Cu]Cl.O>[CH3:7][O:8][C:9]1[CH:10]=[C:11]([CH:12]=[CH:13][C:14]=1[O:15][CH3:16])[C:17]([C:18]1[NH:3][N:2]=[N:1][C:19]=1[C:20]([O:22][CH2:23][CH3:24])=[O:21])=[O:25] |f:0.1,4.5|. Procedure details: Copper(I) chloride (190 mg, 1.91 mmol) was added at room temperature to a solution (40 mL) of sodium azide (1.84 g, 28.3 mmol) in N,N-dimethylformamide, and the air in the system was replaced by oxygen. A solution (10 mL) of ethyl 4-(3,4-dimethoxyphenyl)-4-oxo-2-butenoate (2.50 g, 9.46 mmol) in N,N-dimethylformamide was added to this mixed solution at 5° C. over a period of 30 min. The temperature of the reaction solution was raised to room temperature before the reaction solution was stirred fo... The reactants are 375, P(O)(O)(O)=O (phosphoric cid), C1=CC=CC=2SC3=CC=CC=C3NC12 (phenothiazine), 52, C=CC1=CC=CC=C1 (styrene), ClC1=CC=C(C=C)C=C1 (p-chlorostyrene), ClCCC1=CC=CC=C1 (p-chloroethylbenzene). Reaction conditions: temperature 40 celsius. Yields the product 18, CC1CC(C2=CC=CC=C12)C1=CC=CC=C1 (1-methyl-3-phenylindan), CC1CC(C2=CC=CC=C12)C1=CC=C(C=C1)Cl (1-methyl-3-(p-chlorophenyl)-indan). Reaction SMILES: P(=O)(O)(O)O.C1C2NC3C(=CC=CC=3)SC=2C=CC=1.[CH2:20]=[CH:21][C:22]1[CH:27]=[CH:26][CH:25]=[CH:24][CH:23]=1.[Cl:28][C:29]1[CH:36]=[CH:35][C:32]([CH:33]=[CH2:34])=[CH:31][CH:30]=1.Cl[CH2:38][CH2:39][C:40]1[CH:45]=[CH:44][CH:43]=[CH:42][CH:41]=1>>[CH3:34][CH:33]1[C:32]2[C:31](=[CH:30][CH:29]=[CH:36][CH:35]=2)[CH:21]([C:22]2[CH:27]=[CH:26][CH:25]=[CH:24][CH:23]=2)[CH2:20]1.[CH3:38][CH:39]1[C:40]2[C:41](=[CH:42][CH:43]=[CH:44][CH:45]=2)[CH:33]([C:32]2[CH:35]=[CH:36][C:29]([Cl:28])=[CH:30][CH:31]=2)[CH2:34]1. Reported procedure: A mixture of 375 parts of phosphoric cid (95% strength by weight) and 1 part of phenothiazine is irradiated for 10 minutes analogously to Example 11. A mixture of 52 parts of styrene, 69 parts of p-chlorostyrene and 61 parts of p-chloroethylbenzene is added to the irradiated solution over 3 hours at 35° to 40° C. After completion of the addition, the mixture is stirred for a further hour at 40° C. The organic phase is separated off and washed with 200 parts of 5 per cent strength by weight sodiu... Reactants: O=C([O-])O, c1ccc(CN2CCC(N3CCc4ccccc4C3)CC2)cc1, O=C(Cl)OCc1ccccc1, ClCCl, [K+]. Product: O=C(OCc1ccccc1)N1CCC(N2CCc3ccccc3C2)CC1. RXN SMILES: [C:35](=[O:36])([OH:37])[O-:38].[CH2:1]([c:2]1[cH:3][cH:4][cH:5][cH:6][cH:7]1)[N:8]1[CH2:9][CH2:10][CH:11]([N:14]2[CH2:15][c:16]3[cH:17][cH:18][cH:19][cH:20][c:21]3[CH2:22][CH2:23]2)[CH2:12][CH2:13]1.[CH2:24]([c:25]1[cH:26][cH:27][cH:28][cH:29][cH:30]1)[O:31][C:32](=[O:33])[Cl:34].[Cl:40][CH2:41][Cl:42].[K+:39]>>[N:8]1([C:32]([O:31][CH2:24][c:25]2[cH:26][cH:27][cH:28][cH:29][cH:30]2)=[O:33])[CH2:9][CH2:10][CH:11]([N:14]2[CH2:15][c:16]3[cH:17][cH:18][cH:19][cH:20][c:21]3[CH2:22][CH2:23]2)[CH2:12][CH2:13]1. Starting materials: [Li+].C[Si](C)(C)[N-][Si](C)(C)C (LiHMDS), C(=O)(C(F)(F)F)O (TFA), NC1=NOC=C1 (3-aminoisoxazole), C1(CC1)C=1C=C(C=CC1N1C(C=CC2=CC(=CC=C12)S(=O)(=O)Cl)=O)C1=CC(=CC(=C1)F)F (1-(3-cyclopropyl-3′,5′-difluoro-[1,1′-biphenyl]-4-yl)-2-oxo-1,2-dihydroquinoline-6-sulfonyl chloride). The solvent is C1CCOC1 (THF), C1CCOC1 (THF). Reaction conditions: time 1 hour. The product is C1(CC1)C=1C=C(C=CC1N1C(C=CC2=CC(=CC=C12)S(=O)(=O)NC1=NOC=C1)=O)C1=CC(=CC(=C1)F)F (1-(3-cyclopropyl-3′,5′-difluoro-[1,1′-biphenyl]-4-yl)-N-(isoxazol-3-yl)-2-oxo-1,2-dihydroquinoline-6-sulfonamide). Yield: 36.2%. Reaction SMILES: [NH2:1][C:2]1[CH:6]=[CH:5][O:4][N:3]=1.[CH:7]1([C:10]2[CH:11]=[C:12]([C:31]3[CH:36]=[C:35]([F:37])[CH:34]=[C:33]([F:38])[CH:32]=3)[CH:13]=[CH:14][C:15]=2[N:16]2[C:25]3[C:20](=[CH:21][C:22]([S:26](Cl)(=[O:28])=[O:27])=[CH:23][CH:24]=3)[CH:19]=[CH:18][C:17]2=[O:30])[CH2:9][CH2:8]1.[Li+].C[Si]([N-][Si](C)(C)C)(C)C.C(O)(C(F)(F)F)=O>C1COCC1>[CH:7]1([C:10]2[CH:11]=[C:12]([C:31]3[CH:32]=[C:33]([F:38])[CH:34]=[C:35]([F:37])[CH:36]=3)[CH:13]=[CH:14][C:15]=2[N:16]2[C:25]3[C:20](=[CH:21][C:22]([S:26]([NH:1][C:2]4[CH:6]=[CH:5][O:4][N:3]=4)(=[O:28])=[O:27])=[CH:23][CH:24]=3)[CH:19]=[CH:18][C:17]2=[O:30])[CH2:9][CH2:8]1 |f:2.3|. Procedure details: A solution of 3-aminoisoxazole (0.070 ml, 0.954 mmol) and 1-(3-cyclopropyl-3′,5′-difluoro-[1,1′-biphenyl]-4-yl)-2-oxo-1,2-dihydroquinoline-6-sulfonyl chloride (0.150 g, 0.318 mmol) in 3 mL THF was cooled to 0° C. and was treated with LiHMDS 1N in THF (0.636 ml, 0.636 mmol). The cooling bath was removed and the reaction mixture was allowed to stir for one hour. TFA (0.122 ml, 1.589 mmol) was then added, and the reaction mixture was concentrated. Purification of the crude residue by reverse phase ... Starting materials: C(=O)(OC(C)(C)C)N1CCC(CC1)(O)C1=CC=C(C=C1)C=CC(=O)OC (Methyl 3-[4-(N-BOC-4-Hydroxypiperidin-4-yl)phenyl]acrylate), EtOAc hexanes. The reagents and catalysts are [Pd] (Pd/C). Run in CO (MeOH). Reaction conditions: time 48 hour. Product: C(=O)(OC(C)(C)C)N1CCC(CC1)(O)C1=CC=C(C=C1)CCC(=O)OC (Methyl 3-[4-(N-BOC-4-Hydroxypiperidin-4-yl)phenyl]propionate). Reaction SMILES: [C:1]([N:8]1[CH2:13][CH2:12][C:11]([C:15]2[CH:20]=[CH:19][C:18]([CH:21]=[CH:22][C:23]([O:25][CH3:26])=[O:24])=[CH:17][CH:16]=2)([OH:14])[CH2:10][CH2:9]1)([O:3][C:4]([CH3:7])([CH3:6])[CH3:5])=[O:2]>CO.[Pd]>[C:1]([N:8]1[CH2:9][CH2:10][C:11]([C:15]2[CH:20]=[CH:19][C:18]([CH2:21][CH2:22][C:23]([O:25][CH3:26])=[O:24])=[CH:17][CH:16]=2)([OH:14])[CH2:12][CH2:13]1)([O:3][C:4]([CH3:7])([CH3:6])[CH3:5])=[O:2]. Procedure details: A solution of 10-4 (0.42 g, 1.16 mmoles) in MeOH (6 ml) was treated with 0.17 g 10% Pd/C and this was hydrogenated under 1 atm. of H2 pressure for 48 hours. Solvent removal and purification by flash chromatography on silica gel eluting with 50% EtOAc/hexanes gave pure 10-5. Rf 0.55 (silica, 50% EtOAc/hexanes). Starting materials: CC(C)([O-])C.[K+] (Potassium t-butoxide), C(C)(C)OC1=C(C=CC=C1)O (2-isopropoxy-phenol), C(C)OC(C=C(C)Cl)=O (3-chloro-but-2-enoic acid ethyl ester). Run in O1CCCC1 (tetrahydrofuran), O1CCCC1 (tetrahydrofuran). Reaction conditions: temperature 23 celsius. The product is C(C)OC(\C=C(/C)\OC1=C(C=CC=C1)OC(C)C)=O ((E)-3-(2-isopropoxy-phenoxy)-but-2-enoic acid ethyl ester). Isolated yield 64.2%. RXN SMILES: CC(C)([O-])C.[K+].[CH:7]([O:10][C:11]1[CH:16]=[CH:15][CH:14]=[CH:13][C:12]=1[OH:17])([CH3:9])[CH3:8].[CH2:18]([O:20][C:21](=[O:26])[CH:22]=[C:23](Cl)[CH3:24])[CH3:19]>O1CCCC1>[CH2:18]([O:20][C:21](=[O:26])/[CH:22]=[C:23](/[O:17][C:12]1[CH:13]=[CH:14][CH:15]=[CH:16][C:11]=1[O:10][CH:7]([CH3:9])[CH3:8])\[CH3:24])[CH3:19] |f:0.1|. Procedure details: Potassium t-butoxide (7.36 g, 0.066 mol) was added to a stirred solution of 2-isopropoxy-phenol (5.00 g, 0.033 mol) in tetrahydrofuran (35 mL) at 23° C. under nitrogen and the reaction mixture was heated to reflux for 0.75 h. The reaction mixture was cooled to 23° C. and a solution of 3-chloro-but-2-enoic acid ethyl ester (prepared as in Example 191, 4.86 g, 0.033 mol) in tetrahydrofuran (40 mL) was added to the reaction mixture. The reaction mixture was refluxed for an additional 3 h. After thi... The reactants are FC=1C(=NC(=NC1NN)C)N1[C@H](COCC1)C ((3S)-4-(5-fluoro-6-hydrazino-2-methyl-4-pyrimidinyl)-3-methylmorpholine), (2R)-3-cyclopentyl-2-({formyl[(phenylmethyl)oxy]amino}methyl)propanoic acid, N,N-diisopropylethylamine salt, C(C)(C)O (isopropanol), CN1CCOCC1 (N-methylmorpholine), ON1N=NC2=C1N=CC=C2 (1-hydroxy-7-azabenzotriazole), C(CCl)Cl (EDC), CN(C)C=O (DMF). Reaction conditions: time 8 hour. Yields the product C1(CCCC1)C[C@H](CN(C=O)O)C(=O)NNC1=NC(=NC(=C1F)N1[C@H](COCC1)C)C ([(2R)-2-(cyclopentylmethyl)-3-(2-{5-fluoro-2-methyl-6-[(3S)-3-methyl-4-morpholinyl]-4-pyrimidinyl}hydrazino)-3-oxopropyl]hydroxyformamide). The yield is 80.0%. As a reaction SMILES: [F:1][C:2]1[C:3]([N:11]2[CH2:16][CH2:15][O:14][CH2:13][C@@H:12]2[CH3:17])=[N:4][C:5]([CH3:10])=[N:6][C:7]=1[NH:8][NH2:9].[CH:18](O)([CH3:20])[CH3:19].CN1C[CH2:27][O:26]CC1.[OH:29][N:30]1[C:34]2N=[CH:36][CH:37]=[CH:38][C:33]=2N=N1.C(Cl)CCl.CN([CH:46]=[O:47])C>>[CH:37]1([CH2:38][C@@H:33]([C:27]([NH:9][NH:8][C:7]2[C:2]([F:1])=[C:3]([N:11]3[CH2:16][CH2:15][O:14][CH2:13][C@@H:12]3[CH3:17])[N:4]=[C:5]([CH3:10])[N:6]=2)=[O:26])[CH2:34][N:30]([OH:29])[CH:46]=[O:47])[CH2:36][CH2:20][CH2:18][CH2:19]1. Reported procedure: To a solution of (3S)-4-(5-fluoro-6-hydrazino-2-methyl-4-pyrimidinyl)-3-methylmorpholine (0.2123 g, 0.880 mmol) in DMF (4 mL) was added (2R)-3-cyclopentyl-2-({formyl[(phenylmethyl)oxy]amino}methyl)propanoic acid, N,N-diisopropylethylamine salt, isopropanol solvate (327.1 mg, 0.661 mmol), N-methylmorpholine (0.290 ml, 2.64 mmol), 1-hydroxy-7-azabenzotriazole (0.108 g, 0.794 mmol), and EDC (0.152 g, 0.793 mmol). The solution was stirred overnight, and then purified directly by Gilson RPLC. To a so... Reactants: NCCCCCCO (6-amino-1-hexanol), C(C)(C)(C)OC(=O)ON=C(C#N)C1=CC=CC=C1 (2-(tert-butoxycarbonyloxyimino)-2-phenylacetonitrile). Solvent: C(Cl)(Cl)Cl (chloroform), C(Cl)(Cl)Cl (chloroform). The product is C(C)(C)(C)OC(=O)NCCCCCCO (6-tert-butoxycarbonylaminohexanol). The yield is 106.7%. As a reaction SMILES: [NH2:1][CH2:2][CH2:3][CH2:4][CH2:5][CH2:6][CH2:7][OH:8].[C:9]([O:13][C:14](ON=C(C1C=CC=CC=1)C#N)=[O:15])([CH3:12])([CH3:11])[CH3:10]>C(Cl)(Cl)Cl>[C:9]([O:13][C:14]([NH:1][CH2:2][CH2:3][CH2:4][CH2:5][CH2:6][CH2:7][OH:8])=[O:15])([CH3:12])([CH3:11])[CH3:10]. Procedure: Four grams of 6-amino-1-hexanol (34.1 mmols) was dissolved in 30 ml of chloroform and ice-cooled. Seven grams of 2-(tert-butoxycarbonyloxyimino)-2-phenylacetonitrile (BOC-ON) dissolved in 20 ml of chloroform was added, and the mixture was ice-cooled and reacted for 16 hours. Chloroform was evaporated, and the residue was separated and purified by silica gel column chromatography to obtain 6.59 g of the captioned compound. Yield: 89 %. Reactants: CC(C)(C)OC(=O)CBr, CC(C)=O, [I-], [K+], CCOC(=O)CCCC1CNc2cccc([N+](=O)[O-])c21, [Na+], [Na+], O=C([O-])[O-]. Yields the product CCOC(=O)CCCC1CN(CC(=O)OC(C)(C)C)c2cccc([N+](=O)[O-])c21. RXN SMILES: [Br:29][CH2:30][C:31](=[O:32])[O:33][C:34]([CH3:35])([CH3:36])[CH3:37].[CH3:38][C:39](=[O:40])[CH3:41].[I-:28].[K+:27].[N+:1](=[O:2])([O-:3])[c:4]1[c:5]2[c:9]([cH:10][cH:11][cH:12]1)[NH:8][CH2:7][CH:6]2[CH2:13][CH2:14][CH2:15][C:16](=[O:17])[O:18][CH2:19][CH3:20].[Na+:21].[Na+:22].[O-:23][C:24](=[O:25])[O-:26]>>[N+:1](=[O:2])([O-:3])[c:4]1[c:5]2[c:9]([cH:10][cH:11][cH:12]1)[N:8]([CH2:30][C:31](=[O:32])[O:33][C:34]([CH3:35])([CH3:36])[CH3:37])[CH2:7][CH:6]2[CH2:13][CH2:14][CH2:15][C:16](=[O:17])[O:18][CH2:19][CH3:20].